Dataset: the Open Reaction Database (ORD), a public repository of structured organic reaction records. Task: describe an organic reaction: reactants, conditions, products, and yield The reactants are BrC1=C(C=CC(=C1)F)S(=O)(=O)NC1=CC=C2C3=C(C(NC2=C1C(=O)OC)=O)OC=C3 (methyl 7-(2-bromo-4-fluorobenzenesulfonylamino)-4-oxo-4,5-dihydrofuro[2,3-c]quinoline-6-carboxylate), BrC1=C(C=CC(=C1)F)S(=O)(=O)NC1=CC=C2C3=C(C(NC2=C1C(=O)OC)=O)OC=C3 (methyl 7-(2-bromo-4-fluorobenzenesulfonylamino)-4-oxo-4,5-dihydrofuro[2,3-c]quinoline-6-carboxylate), [I-].[Li+] (lithium iodide). Run in N1=CC=CC=C1 (pyridine). The product is BrC1=C(C=CC(=C1)F)S(=O)(=O)NC1=CC=C2C3=C(C(NC2=C1C(=O)O)=O)OC=C3 (7-(2-bromo-4-fluorobenzenesulfonylamino)-4-oxo-4,5-dihydro furo[2,3-c]quinoline-6-carboxylic acid). Yield: 88.9%. RXN SMILES: [Br:1][C:2]1[CH:7]=[C:6]([F:8])[CH:5]=[CH:4][C:3]=1[S:9]([NH:12][C:13]1[C:22]([C:23]([O:25]C)=[O:24])=[C:21]2[C:16]([C:17]3[CH:30]=[CH:29][O:28][C:18]=3[C:19](=[O:27])[NH:20]2)=[CH:15][CH:14]=1)(=[O:11])=[O:10].[I-].[Li+]>N1C=CC=CC=1>[Br:1][C:2]1[CH:7]=[C:6]([F:8])[CH:5]=[CH:4][C:3]=1[S:9]([NH:12][C:13]1[C:22]([C:23]([OH:25])=[O:24])=[C:21]2[C:16]([C:17]3[CH:30]=[CH:29][O:28][C:18]=3[C:19](=[O:27])[NH:20]2)=[CH:15][CH:14]=1)(=[O:11])=[O:10] |f:1.2|. Reported procedure: A mixture of methyl 7-(2-bromo-4-fluorobenzenesulfonylamino)-4-oxo-4,5-dihydrofuro[2,3-c]quinoline-6-carboxylate (Intermediate 87, 0.220 g) and lithium iodide (0.055 g) in pyridine (13 mL) was irradiated in the microwave at 150° C. for 30 minutes. After cooling, the mixture was concentrated in vacuo and the residue was suspended in 1M HCl. The solid was collected by filtration and triturated with acetone then dried under vacuum to give 7-(2-bromo-4-fluorobenzenesulfonylamino)-4-oxo-4,5-dihydro f... Starting materials: ClC1=NC=2N(C=C1)N=CC2C=O (5-chloropyrazolo[1,5-a]pyrimidine-3-carbaldehyde), ClC=1C=C(C=CC1)O (3-chlorophenol), C(=O)([O-])[O-].[K+].[K+] (K2CO3), O (Water). The solvent is CN(C)C=O (DMF). Conditions: temperature 70 celsius. Product: ClC=1C=C(OC2=NC=3N(C=C2)N=CC3C=O)C=CC1 (5-(3-chlorophenoxy)pyrazolo[1,5-a]pyrimidine-3-carbaldehyde). Isolated yield 92.7%. RXN SMILES: Cl[C:2]1[CH:7]=[CH:6][N:5]2[N:8]=[CH:9][C:10]([CH:11]=[O:12])=[C:4]2[N:3]=1.[Cl:13][C:14]1[CH:15]=[C:16]([OH:20])[CH:17]=[CH:18][CH:19]=1.C([O-])([O-])=O.[K+].[K+].O>CN(C=O)C>[Cl:13][C:14]1[CH:15]=[C:16]([CH:17]=[CH:18][CH:19]=1)[O:20][C:2]1[CH:7]=[CH:6][N:5]2[N:8]=[CH:9][C:10]([CH:11]=[O:12])=[C:4]2[N:3]=1 |f:2.3.4|. Procedure details: To 5-chloropyrazolo[1,5-a]pyrimidine-3-carbaldehyde (50 mg, 0.276 mmol) in DMF was added 3-chlorophenol (42 mg, 0.331 mmol) and K2CO3 (190 mg, 1.380 mmol). The mixture was heated at 70° C. for several hours. Water was added and the solid formed was isolated by filtration and air dried to yield 70 mg 5-(3-chlorophenoxy)pyrazolo[1,5-a]pyrimidine-3-carbaldehyde as an orange solid (93% yield). LCMS (M+1=274) The reactants are Cl.NC=1SC=C(N1)CCl (2-amino-4-chloromethylthiazole hydrochloride), N1=CC=CC=C1 (pyridine), CN(C=O)C (N,N-dimethylformamide), C(=O)OC(C)=O (acetic formic anhydride). Solvent: O (water). The product is C(=O)NC=1SC=C(N1)CCl (2-formylamino-4-chloromethylthiazole). RXN SMILES: Cl.[NH2:2][C:3]1[S:4][CH:5]=[C:6]([CH2:8][Cl:9])[N:7]=1.N1C=CC=CC=1.CN(C)[CH:18]=[O:19].C(OC(=O)C)=O>O>[CH:18]([NH:2][C:3]1[S:4][CH:5]=[C:6]([CH2:8][Cl:9])[N:7]=1)=[O:19] |f:0.1|. Reported procedure: To a mixture of 2-amino-4-chloromethylthiazole hydrochloride (2 g), anhydrous pyridine (3.2 g) and anhydrous N,N-dimethylformamide (10 ml) was slowly added acetic formic anhydride (1.7 g) with stirring at 0° to 5° C. After one hour of stirring, the reaction mixture was poured into cold water and extracted with ethyl acetate. The extract was washed with 1N hydrochloric acid and aqueous sodium chloride solution successively and dried over magnesium sulfate. The solvent was then distilled off and t... Starting materials: C([O-])([O-])=O.[K+].[K+] (potassium carbonate), ClCCCC(=O)NC1C2=C(S(CC3=C1C=CC=C3)(=O)=O)C=CC(=C2)C (11-(4-chlorobutyrylamino)-2-methyl-6,11-dihydrodibenzo[b,e]thiepin-5,5-dioxide), FC1=CC=C(C=C1)N1CCNCC1 (1-(4-fluorophenyl)piperazine), [I-].[Na+] (sodium iodide). Run in CN(C=O)C (dimethylformamide). Reaction conditions: temperature 100 celsius, time 1 hour. Yields the product FC1=CC=C(C=C1)N1CCN(CC1)CCCC(=O)NC1C2=C(S(CC3=C1C=CC=C3)(=O)=O)C=CC(=C2)C (11-[4-[4-(4-fluorophenyl)-1-piperazinyl]butyrylamino]-2-methyl-6,11-dihydrodibenzo[b,e]thiepin-5,5-dioxide). Yield: 76.1%. RXN SMILES: Cl[CH2:2][CH2:3][CH2:4][C:5]([NH:7][CH:8]1[C:14]2[CH:15]=[CH:16][CH:17]=[CH:18][C:13]=2[CH2:12][S:11](=[O:20])(=[O:19])[C:10]2[CH:21]=[CH:22][C:23]([CH3:25])=[CH:24][C:9]1=2)=[O:6].[F:26][C:27]1[CH:32]=[CH:31][C:30]([N:33]2[CH2:38][CH2:37][NH:36][CH2:35][CH2:34]2)=[CH:29][CH:28]=1.[I-].[Na+].C(=O)([O-])[O-].[K+].[K+]>CN(C)C=O>[F:26][C:27]1[CH:28]=[CH:29][C:30]([N:33]2[CH2:38][CH2:37][N:36]([CH2:2][CH2:3][CH2:4][C:5]([NH:7][CH:8]3[C:14]4[CH:15]=[CH:16][CH:17]=[CH:18][C:13]=4[CH2:12][S:11](=[O:20])(=[O:19])[C:10]4[CH:21]=[CH:22][C:23]([CH3:25])=[CH:24][C:9]3=4)=[O:6])[CH2:35][CH2:34]2)=[CH:31][CH:32]=1 |f:2.3,4.5.6|. Procedure: A mixture of 2.0 g of 11-(4-chlorobutyrylamino)-2-methyl-6,11-dihydrodibenzo[b,e]thiepin-5,5-dioxide, 2.0 g of 1-(4-fluorophenyl)piperazine, 2.0 g of sodium iodide and 20 ml of dimethylformamide is stirred at 100° C. for one hour. After the reaction mixture is cooled to room temperature, 100 ml of 10% aqueous potassium carbonate solution is added and the solution is extracted with three 300-ml portions of chloroform. The combined extracts are washed successively with water and saturated aqueous ... The reactants are FC(C(=O)N[C@H]1CC(C2=CC=C(C=C12)OC)=O)(F)F ((S)-2,2,2-trifluoro-N-(6-methoxy-3-oxo-2,3-dihydro-1H-inden-1-yl)acetamide), IC(C)C (2-iodopropane), C(=O)([O-])[O-].[K+].[K+] (K2CO3), OC=1C=C(C=O)C=CC1 (3-hydroxybenzaldehyde), IC(C)C (2-iodopropane), C(=O)([O-])[O-].[K+].[K+] (K2CO3). The solvent is O (water), CN(C)C=O (DMF). Reaction conditions: time 24 hour. Yields the product C(C)(C)OC=1C=C(C=O)C=CC1 (3-isopropoxybenzaldehyde). Isolated yield 85.0%. Reaction SMILES: FC(F)(F)C(N[C@@H:6]1[C:14]2C(=CC=C(OC)C=2)C(=O)[CH2:7]1)=O.[OH:20][C:21]1[CH:22]=[C:23]([CH:26]=[CH:27][CH:28]=1)[CH:24]=[O:25].IC(C)C.C([O-])([O-])=O.[K+].[K+]>CN(C=O)C.O>[CH:6]([O:20][C:21]1[CH:22]=[C:23]([CH:26]=[CH:27][CH:28]=1)[CH:24]=[O:25])([CH3:14])[CH3:7] |f:3.4.5|. Procedure details: Step AU (1). A solution of 3-hydroxybenzaldehyde (67 g, 549 mmol), 2-iodopropane (100 g, 588 mmol) and K2CO3 (130 g, 942 mmol) in 400 mL DMF was stirred for 18 h. To the above solution was added 2-iodopropane (20 g, 117 mmol) and K2CO3 (20 g, 145 mmol) and the mixture was stirred for another 24 h. The reaction mixture was poured into 300 mL water which was extracted with EtOAc (200 mL×3). The combined organic layers were washed with water (100 mL×3), dried over Na2SO4, filtered, and concentrated... Reactants: [N+](=O)([O-])C1=CC2=C(N(CCCO2)C(CN2CCCC2)=O)C=C1 (1-(3-Nitro-7,8-dihydro-6H-5-oxa-9-aza-benzocyclohepten-9-yl)-2-pyrrolidin-1-yl-ethanone), O.NN (hydrazine hydrate). The reagents and catalysts are [Pd] (Palladium on Carbon). The solvent is C(C)O (Ethanol). The product is NC1=CC2=C(N(CCCO2)C(CN2CCCC2)=O)C=C1 (1-(3-Amino-7,8-dihydro-6H-5-oxa-9-aza-benzocyclohepten-9-yl)-2-pyrrolidin-1-yl-ethanone). Yield: 95.7%. Reaction SMILES: [N+:1]([C:4]1[CH:22]=[CH:21][C:7]2[N:8]([C:13](=[O:20])[CH2:14][N:15]3[CH2:19][CH2:18][CH2:17][CH2:16]3)[CH2:9][CH2:10][CH2:11][O:12][C:6]=2[CH:5]=1)([O-])=O.O.NN>[Pd].C(O)C>[NH2:1][C:4]1[CH:22]=[CH:21][C:7]2[N:8]([C:13](=[O:20])[CH2:14][N:15]3[CH2:16][CH2:17][CH2:18][CH2:19]3)[CH2:9][CH2:10][CH2:11][O:12][C:6]=2[CH:5]=1 |f:1.2|. Procedure details: 10% Palladium on Carbon (50% Wet) (0.09 g), 1-(3-Nitro-7,8-dihydro-6H-5-oxa-9-aza-benzocyclohepten-9-yl)-2-pyrrolidin-1-yl-ethanone (0.262 g, 0.858 mmol), and hydrazine hydrate (0.25 g, 5.0 mmol) in Ethanol (20 mL) was heated at 60° C. for 5 h. The mixture was cooled, filtered through Celite, washing with 50 mL methanol. The filtrate was conc. and azeotroped 3×30 mL toluene to afford 1-(3-Amino-7,8-dihydro-6H-5-oxa-9-aza-benzocyclohepten-9-yl)-2-pyrrolidin-1-yl-ethanone as a white solid (226 mg,...